This data is from the Open Reaction Database (ORD), a public repository of structured organic reaction records. The task is: describe an organic reaction: reactants, conditions, products, and yield Starting materials: COC(=O)[C@H]1N(C[C@@H](C1)S(=O)(=O)C)C=1N(N=C(C1)C)C1=CC=C(C=C1)C(F)(F)F ((2S,4R)-4-methanesulfonyl-1-[5-methyl-2-(4-trifluoromethyl-phenyl)-2H-pyrazol-3-yl]-pyrrolidine-2-carboxylic acid methyl ester), [OH-].[Li+] (lithium hydroxide). Product: CS(=O)(=O)[C@@H]1C[C@H](N(C1)C=1N(N=C(C1)C)C1=CC=C(C=C1)C(F)(F)F)C(=O)O ((2S,4R)-4-Methanesulfonyl-1-[5-methyl-2-(4-trifluoromethyl-phenyl)-2H-pyrazol-3-yl]-pyrrolidine-2-carboxylic acid). RXN SMILES: C[O:2][C:3]([C@@H:5]1[CH2:9][C@@H:8]([S:10]([CH3:13])(=[O:12])=[O:11])[CH2:7][N:6]1[C:14]1[N:15]([C:20]2[CH:25]=[CH:24][C:23]([C:26]([F:29])([F:28])[F:27])=[CH:22][CH:21]=2)[N:16]=[C:17]([CH3:19])[CH:18]=1)=[O:4].[OH-].[Li+]>>[CH3:13][S:10]([C@H:8]1[CH2:7][N:6]([C:14]2[N:15]([C:20]3[CH:21]=[CH:22][C:23]([C:26]([F:29])([F:27])[F:28])=[CH:24][CH:25]=3)[N:16]=[C:17]([CH3:19])[CH:18]=2)[C@H:5]([C:3]([OH:4])=[O:2])[CH2:9]1)(=[O:11])=[O:12] |f:1.2|. Procedure: In analogy to the procedure described in example 253e, (2S,4R)-4-methanesulfonyl-1-[5-methyl-2-(4-trifluoromethyl-phenyl)-2H-pyrazol-3-yl]-pyrrolidine-2-carboxylic acid methyl ester was saponified in the presence of lithium hydroxide to give the title compound which was used in the next step without further purification. MS (ESI): m/z=418.4 [M+H]+.